From a dataset of the Open Reaction Database (ORD), a public repository of structured organic reaction records. describe an organic reaction: reactants, conditions, products, and yield Reactants: III, C(C(O)C(O)C(=O)O)(=O)O (tartaric acid), C(C(O)C1=CC=CC=C1)(=O)O (mandelic acid), COC(C=1C=CC=CC1)(C(=O)O)C(F)(F)F (Mosher's acid), C12(C(=O)CC(CC1)C2(C)C)CS(=O)(=O)O (camphor sulphonic acid), III. The product is (+)-2,3-dibenzoyl-D-tartrate, C1=CC=C(C=C1)C(=O)O[C@@H]([C@@H](C(=O)O)OC(=O)C2=CC=CC=C2)C(=O)O ((+)-2,3-dibenzoyl-D-tartaric acid). As a reaction SMILES: [C:1]([OH:10])(=[O:9])[CH:2]([CH:4]([C:6]([OH:8])=[O:7])[OH:5])[OH:3].C(O)(=O)[CH:12]([C:14]1[CH:19]=[CH:18][CH:17]=[CH:16][CH:15]=1)[OH:13].C[O:23][C:24](C(F)(F)F)(C(O)=O)[C:25]1[CH:26]=[CH:27][CH:28]=[CH:29][CH:30]=1.C12(CS(O)(=O)=O)C(C)(C)C(CC1)CC2=O>>[CH:28]1[CH:27]=[CH:26][C:25]([C:24]([O:3][C@H:2]([C:1]([OH:10])=[O:9])[C@H:4]([O:5][C:12]([C:14]2[CH:15]=[CH:16][CH:17]=[CH:18][CH:19]=2)=[O:13])[C:6]([OH:8])=[O:7])=[O:23])=[CH:30][CH:29]=1. Procedure details: producing a chiral salt of III′ by treating the compound of formula (III′) with a chiral resolving agent (e.g., tartaric acid, mandelic acid, Mosher's acid, camphor sulphonic acid, etc., or, preferably, (+)-2,3-dibenzoyl-D-tartaric acid to yield a chiral salt (e.g., (3S,4R)-enantiomer (+)-2,3-dibenzoyl-D-tartrate salt when (+)-2,3-dibenzoyl-D-tartaric acid is the chiral resolving agent)) and isolating the cis isomer of III′ thereby produced; Reactants: ClC1=CC(=C(C=C1)[N+](=O)[O-])C(F)F (4-chloro-2-(difluoromethyl)-1-nitrobenzene), stannous chloride dihydrate, Cl (hydrochloric acid). Run in C(C)O (ethanol), C(C)O (ethanol). Run at time 40 minute. Product: ClC1=CC(=C(N)C=C1)C(F)F (4-Chloro-2-(difluoromethyl)aniline). The yield is 81.8%. Reaction SMILES: [Cl:1][C:2]1[CH:7]=[CH:6][C:5]([N+:8]([O-])=O)=[C:4]([CH:11]([F:13])[F:12])[CH:3]=1.Cl>C(O)C>[Cl:1][C:2]1[CH:7]=[CH:6][C:5]([NH2:8])=[C:4]([CH:11]([F:12])[F:13])[CH:3]=1. Procedure details: Under a nitrogen atmosphere, to a solution of 5-chloro-2-nitrobenzaldehyde (6.0 g, 32 mmol) in methylene chloride (40 mL), diethylaminosulfur trifluoride (5.0 mL, 38 mmol) was gradually added under ice-cooling, and the mixture was stirred at the same temperature for 1 hour. Saturated brine was added to stop the reaction, and after the precipitated solid was filtered, the mother liquid was extracted with methylene chloride. After it was dried with sodium sulfate, the solvent was distilled off und... Reactants: O (water), C1CCOC1 (THF), [OH-].[Na+] (sodium hydroxide), C(C)(=O)O[C@@H]1C[C@@H]2CCC3=C4[C@@H](C[C@H]([C@@H](CCCC(C)C)C)[C@]4(CC[C@@H]3[C@]2(CC1)C)C)OC (3β-Acetoxy-15β-methoxy-5α-cholest-8(14)-ene). The solvent is CO (methanol). Conditions: time 1 hour. Yields the product CO[C@@H]1C[C@H]([C@@H](CCCC(C)C)C)[C@]2(CC[C@@H]3[C@]4(CC[C@@H](C[C@@H]4CCC3=C12)O)C)C (15β-Methoxy-5α-cholest-8(14)en-3β-ol). RXN SMILES: C([O:4][C@H:5]1[CH2:29][CH2:28][C@@:27]2([CH3:30])[C@@H:7]([CH2:8][CH2:9][C:10]3[C@@H:26]2[CH2:25][CH2:24][C@@:23]2([CH3:31])[C:11]=3[C@H:12]([O:32][CH3:33])[CH2:13][C@@H:14]2[C@H:15]([CH3:22])[CH2:16][CH2:17][CH2:18][CH:19]([CH3:21])[CH3:20])[CH2:6]1)(=O)C.C1COCC1.[OH-].[Na+].O>CO>[CH3:33][O:32][C@H:12]1[C:11]2[C@:23]([CH3:31])([CH2:24][CH2:25][C@H:26]3[C:10]=2[CH2:9][CH2:8][C@@H:7]2[C@:27]3([CH3:30])[CH2:28][CH2:29][C@H:5]([OH:4])[CH2:6]2)[C@@H:14]([C@H:15]([CH3:22])[CH2:16][CH2:17][CH2:18][CH:19]([CH3:21])[CH3:20])[CH2:13]1 |f:2.3|. Procedure: To 30 (0.070 g, 0.15 mmol) dissolved in methanol (0.8 mL) and THF (0.4 mL) was added 2N sodium hydroxide (0.2 mL) and the reaction mixture was stirred at ambient temperature for 1 h. Some starting material was still present and the reaction mixture was stirred for an additional 2 h at 50° C. To the reaction mixture was added water (~10 mL). The aqueous phase was extracted three times with ethyl acetate. The combined organic phases were washed with water and saline and dried over sodium sulfate. ... The reactants are C(C)OC=1C=C2C(C=C(SC2=CC1)C(=O)O)=O (6-ethoxy-1thiachromone-2-carboxylic acid), C([O-])(O)=O.[Na+] (sodium bicarbonate). Run in O (water). Product: C(C)OC=1C=C2C(C=C(SC2=CC1)C(=O)[O-])=O.[Na+] (sodium 6-ethoxy-1-thiachromone-2-carboxylate). As a reaction SMILES: [CH2:1]([O:3][C:4]1[CH:5]=[C:6]2[C:11](=[CH:12][CH:13]=1)[S:10][C:9]([C:14]([OH:16])=[O:15])=[CH:8][C:7]2=[O:17])[CH3:2].C(=O)(O)[O-].[Na+:22]>O>[CH2:1]([O:3][C:4]1[CH:5]=[C:6]2[C:11](=[CH:12][CH:13]=1)[S:10][C:9]([C:14]([O-:16])=[O:15])=[CH:8][C:7]2=[O:17])[CH3:2].[Na+:22] |f:1.2,4.5|. Reported procedure: To part of 6-ethoxy-1thiachromone-2-carboxylic acid in water was added 0.336 parts of sodium bicarbonate. The mixture was stirred for several minutes and the resulting solution was filtered and freeze-dried to give sodium 6-ethoxy-1-thiachromone-2-carboxylate. Reactants: [Al+3], CCOC(=O)C1CCC(Nc2ncnc(CC)c2Cl)CC1, [H-], [H-], [H-], [H-], [Li+], C1CCOC1, O. Yields the product CCc1ncnc(NC2CCC(CO)CC2)c1Cl. Reaction SMILES: [Al+3:23].[Cl:1][c:2]1[c:3]([NH:10][CH:11]2[CH2:12][CH2:13][CH:14]([C:17](=[O:18])[O:19][CH2:20][CH3:21])[CH2:15][CH2:16]2)[n:4][cH:5][n:6][c:7]1[CH2:8][CH3:9].[H-:22].[H-:25].[H-:26].[H-:27].[Li+:24].[O:29]1[CH2:30][CH2:31][CH2:32][CH2:33]1.[OH2:28]>>[Cl:1][c:2]1[c:3]([NH:10][CH:11]2[CH2:12][CH2:13][CH:14]([CH2:17][OH:18])[CH2:15][CH2:16]2)[n:4][cH:5][n:6][c:7]1[CH2:8][CH3:9].